describe an organic reaction: reactants, conditions, products, and yield From a dataset of the Open Reaction Database (ORD), a public repository of structured organic reaction records. Reactants: CCOC(C)=O, C, CCOC(=O)CCc1ccc(Oc2ccc(N(CCOC)C(=O)OCc3ccccc3)cn2)cc1, CCO, [Pd]. Product: CCOC(=O)CCc1ccc(Oc2ccc(NCCOC)cn2)cc1. As a reaction SMILES: [C:36]([O:37][CH2:38][CH3:39])(=[O:40])[CH3:41].[C:45].[CH2:1]([O:2][C:3](=[O:4])[N:11]([c:12]1[cH:13][cH:14][c:15]([O:18][c:19]2[cH:20][cH:21][c:22]([CH2:25][CH2:26][C:27](=[O:28])[O:29][CH2:30][CH3:31])[cH:23][cH:24]2)[n:16][cH:17]1)[CH2:32][CH2:33][O:34][CH3:35])[c:5]1[cH:6][cH:7][cH:8][cH:9][cH:10]1.[CH2:42]([OH:43])[CH3:44].[Pd:46]>>[NH:11]([c:12]1[cH:13][cH:14][c:15]([O:18][c:19]2[cH:20][cH:21][c:22]([CH2:25][CH2:26][C:27](=[O:28])[O:29][CH2:30][CH3:31])[cH:23][cH:24]2)[n:16][cH:17]1)[CH2:32][CH2:33][O:34][CH3:35]. The reactants are ClC=1C(=C(C(=O)OC)C=C(C1C)CC1=CC=C(C=C1)OC)C=C (methyl 3-chloro-5-(4-methoxybenzyl)-4-methyl-2-vinylbenzoate), CC(=O)C (acetone), C(C)#N (acetonitrile), I(=O)(=O)(=O)[O-].[Na+] (sodium periodate). Reagents/catalysts: [Os]=O (osmium oxide), [Os]=O (osmium oxide). Solvent: O (water). Conditions: time 8 hour. The product is ClC=1C(=C(C(=O)OC)C=C(C1C)CC1=CC=C(C=C1)OC)C=O (methyl 3-chloro-2-formyl-5-(4-methoxybenzyl)-4-methylbenzoate). As a reaction SMILES: [Cl:1][C:2]1[C:3]([CH:22]=C)=[C:4]([CH:9]=[C:10]([CH2:13][C:14]2[CH:19]=[CH:18][C:17]([O:20][CH3:21])=[CH:16][CH:15]=2)[C:11]=1[CH3:12])[C:5]([O:7][CH3:8])=[O:6].CC(C)=[O:26].C(#N)C.I([O-])(=O)(=O)=O.[Na+]>[Os]=O.O>[Cl:1][C:2]1[C:3]([CH:22]=[O:26])=[C:4]([CH:9]=[C:10]([CH2:13][C:14]2[CH:19]=[CH:18][C:17]([O:20][CH3:21])=[CH:16][CH:15]=2)[C:11]=1[CH3:12])[C:5]([O:7][CH3:8])=[O:6] |f:3.4|. Procedure details: To a solution of methyl 3-chloro-5-(4-methoxybenzyl)-4-methyl-2-vinylbenzoate (0.31 g) in a mixed solvent of acetone (3.60 mL)-acetonitrile (3.60 mL)-water (3.60 mL) were added osmium oxide (fixed catalyst I) (0.12 g) and sodium periodate (1.00 g), and the mixture was stirred overnight at room temperature. The reaction mixture was filtered, and the filtrate was extracted with ethyl acetate. The organic layer was washed with water and saturated brine, and dried over anhydrous magnesium sulfate, a... The reactants are C(C(CC)O)O (1,2-butanediol), CC(C(C)O)O (2,3-butanediol), ClC(C(=O)C(Cl)(Cl)Cl)(Cl)Cl (hexachloroacetone), C(=O)([O-])[O-].[K+].[K+] (K2CO3). Product: C1(OCC(CC)O1)=O (1,2-butylene carbonate), C1(OC(C)C(C)O1)=O (2,3-butylene carbonate). As a reaction SMILES: [CH2:1]([OH:6])[CH:2]([OH:5])[CH2:3][CH3:4].[CH3:7][CH:8](O)[CH:9]([OH:11])[CH3:10].ClC(Cl)(Cl)C(C(Cl)(Cl)Cl)=O.[C:23]([O-:26])([O-:25])=[O:24].[K+].[K+]>>[C:9]1(=[O:11])[O:5][CH:2]([CH2:3][CH3:4])[CH2:1][O:6]1.[C:23]1(=[O:26])[O:25][CH:9]([CH3:10])[CH:8]([CH3:7])[O:24]1 |f:3.4.5|. Reported procedure: Similarly, 1,2-butanediol and 2,3-butanediol were heated with equivalent quantities of hexachloroacetone in the presence of K2CO3 or other such basic catalyst as previously defined to produce comparable yields of 1,2-butylene carbonate and 2,3-butylene carbonate, respectively. Also, 3-chloro-1,2-propanediol was reacted in this way with hexachloroacetone to make 4-(chloromethyl)-1,3-dioxol-2-one (chloromethylethylene carbonate). In the same way, styrene glycol (1-phenyl-1,2-ethanediol) is reacted... Starting materials: O=C([O-])O, C1COCCO1, NCc1ccccc1, [Na+], Cc1ccc(S(=O)(=O)OCC(O)C(O)COS(=O)(=O)c2ccc(C)cc2)cc1. Product: OC1CN(Cc2ccccc2)CC1O. As a reaction SMILES: [C:37](=[O:38])([O-:39])[OH:40].[CH2:42]1[O:43][CH2:44][CH2:45][O:46][CH2:47]1.[NH2:29][CH2:30][c:31]1[cH:32][cH:33][cH:34][cH:35][cH:36]1.[Na+:41].[S:1]([O:2][CH2:12][CH:13]([OH:14])[CH:15]([OH:16])[CH2:17][O:3][S:4]([c:5]1[cH:6][cH:7][c:8]([CH3:9])[cH:10][cH:11]1)(=[O:18])=[O:19])([c:20]1[cH:21][cH:22][c:23]([CH3:24])[cH:25][cH:26]1)(=[O:27])=[O:28]>>[CH2:12]1[CH:13]([OH:14])[CH:15]([OH:16])[CH2:17][N:29]1[CH2:30][c:31]1[cH:32][cH:33][cH:34][cH:35][cH:36]1. Reactants: C[C@H]1O[C@@H](CN(C1)C1=C(C2=C(C(=NO2)C2=NC(=NC=C2)SC)C=C1C=O)F)C (6-((2R,6R)-2,6-dimethylmorpholino)-7-fluoro-3-(2-(methylthio)pyrimidin-4-yl)benzo[d]isoxazole-5-carbaldehyde), C[C@H]1O[C@@H](CN(C1)C1=C(C2=C(C(=NO2)C2=NC(=NC=C2)SC)C=C1C=O)F)C (6-((2R,6R)-2,6-dimethylmorpholino)-7-fluoro-3-(2-(methylthio)pyrimidin-4-yl)benzo[d]isoxazole-5-carbaldehyde), N1C(NC(NC1=O)=O)=O (1,3,5-triazinane-2,4,6-trione), CCO (EtOH). Product: FC=1C2=C(C=C3CC4(C(NC(NC4=O)=O)=O)[C@@H]4N(C13)C[C@H](O[C@H]4C)C)C(=NO2)C2=NC(=NC=C2)SC ((2R,4S,4aS)-11-fluoro-2,4-dimethyl-8-(2-(methylthio)pyrimidin-4-yl)-2,4,4a,6-tetrahydro-1H,1′H-spiro[isoxazolo[4,5-g][1,4]oxazino[4,3-a]quinoline-5,5′-pyrimidine]-2′,4′,6′(3′H)-trione). As a reaction SMILES: [CH3:1][C@@H:2]1[CH2:7][N:6]([C:8]2[C:24]([CH:25]=O)=[CH:23][C:11]3[C:12]([C:15]4[CH:20]=[CH:19][N:18]=[C:17]([S:21][CH3:22])[N:16]=4)=[N:13][O:14][C:10]=3[C:9]=2[F:27])[CH2:5][C@@H:4]([CH3:28])[O:3]1.[NH:29]1[C:34](=[O:35])[NH:33][C:32](=[O:36])N[C:30]1=[O:37].[CH3:38]CO>>[F:27][C:9]1[C:10]2[O:14][N:13]=[C:12]([C:15]3[CH:20]=[CH:19][N:18]=[C:17]([S:21][CH3:22])[N:16]=3)[C:11]=2[CH:23]=[C:24]2[C:8]=1[N:6]1[CH2:7][C@@H:2]([CH3:1])[O:3][C@@H:4]([CH3:28])[C@@H:5]1[C:38]1([C:32](=[O:36])[NH:33][C:34](=[O:35])[NH:29][C:30]1=[O:37])[CH2:25]2. Procedure details: In a microwave reactor, 6-((2R,6R)-2,6-dimethylmorpholino)-7-fluoro-3-(2-(methylthio)pyrimidin-4-yl)benzo[d]isoxazole-5-carbaldehyde (Intermediate 437, 719 mg, 1.79 mmol) and 1,3,5-triazinane-2,4,6-trione (242 mg, 1.88 mmol) in EtOH (10 ml) were heated at 140° C. for 1 hour. The solution was concentrated to dryness to afford 916 mg of desired product, used in subsequent reactions without further purification. The reactants are solution, C(CCC)[Li] (butyllithium), B(OC)(OC)OC (trimethyl borate), FC=1C=C(C=C(C1OC(CCCCCC)C)F)Br (3,5-difluoro-4-(1-methylheptyloxy)bromobenzene), Cl (hydrochloric acid). Solvent: CCCCCC (n-hexane), O (water), C(C)OCC (diethyl ether). Reaction conditions: temperature -70 celsius, time 1 hour. Yields the product FC=1C=C(C=C(C1OC(CCCCCC)C)F)B(O)O (3,5-difluoro-4-(1-methylheptyloxy)phenylboronic acid). RXN SMILES: [F:1][C:2]1[CH:3]=[C:4](Br)[CH:5]=[C:6]([F:17])[C:7]=1[O:8][CH:9]([CH3:16])[CH2:10][CH2:11][CH2:12][CH2:13][CH2:14][CH3:15].C([Li])CCC.[B:24](OC)([O:27]C)[O:25]C.Cl>C(OCC)C.CCCCCC.O>[F:1][C:2]1[CH:3]=[C:4]([B:24]([OH:27])[OH:25])[CH:5]=[C:6]([F:17])[C:7]=1[O:8][CH:9]([CH3:16])[CH2:10][CH2:11][CH2:12][CH2:13][CH2:14][CH3:15]. Procedure: 14.5 g of 1-bromo-3,5-difluoro-4-(1-methylheptyloxy)benzene from step 1 were dissolved in 150 ml of diethyl ether and cooled to −70° C. At this temperature, with cooling, firstly 31.0 ml of a 15% solution of butyllithium in n-hexane were slowly added dropwise, the mixture was stirred at the same temperature for 1 h, and then 5.6 ml of trimethyl borate were slowly added dropwise, and the mixture was stirred for a further h. The temperature of the reaction solution was slowly allowed to rise to −1...